From a dataset of the Open Reaction Database (ORD), a public repository of structured organic reaction records. describe an organic reaction: reactants, conditions, products, and yield The reactants are C(=O)([O-])[O-].[K+].[K+] (K2CO3), CCI (CH3CH2I), O=C1C(=CN2N1C1=C(NC2=O)C=CC=C1)C(=O)OCC (5,6-dihydro-1,5-dioxo-1H-pyrazolo[1,2-a][1,2,4]benzotriazine-2-carboxylic acid, ethyl ester). The solvent is CN(C=O)C (dimethylformamide). Run at time 20 hour. The product is C(C)N1C(N2N(C3=C1C=CC=C3)C(C(=C2)C(=O)OCC)=O)=O (6-ethyl-5,6-dihydro-1,5-dioxo-1H-pyrazolo[1,2-a][1,2,4]benzotriazine-2-carboxylic acid, ethyl ester). Reaction SMILES: [O:1]=[C:2]1[N:6]2[C:7]3[CH:15]=[CH:14][CH:13]=[CH:12][C:8]=3[NH:9][C:10](=[O:11])[N:5]2[CH:4]=[C:3]1[C:16]([O:18][CH2:19][CH3:20])=[O:17].C([O-])([O-])=O.[K+].[K+].[CH3:27][CH2:28]I>CN(C)C=O>[CH2:27]([N:9]1[C:8]2[CH:12]=[CH:13][CH:14]=[CH:15][C:7]=2[N:6]2[C:2](=[O:1])[C:3]([C:16]([O:18][CH2:19][CH3:20])=[O:17])=[CH:4][N:5]2[C:10]1=[O:11])[CH3:28] |f:1.2.3|. Reported procedure: 5.22 g of 5,6-dihydro-1,5-dioxo-1H-pyrazolo[1,2-a][1,2,4]benzotriazine-2-carboxylic acid, ethyl ester made as in Example 1. 2.76 K2CO3 and 50 mM CH3CH2I are dissolved in 100 ml dimethylformamide and stirred for 20 hours. The crystalline 6-ethyl-5,6-dihydro-1,5-dioxo-1H-pyrazolo[1,2-a][1,2,4]benzotriazine-2-carboxylic acid, ethyl ester is isolated after filtration and recrystallized from dimethylformamide/ethanol. The yield is 4.7 g of white crystals having a melting point of 235°-237° C. The reactants are ClC=1C(=NN(C1SC)C)C1=C(C=C(C(=C1)O)Cl)Cl (4-chloro-3-(2,4-dichloro-5-hydroxyphenyl)-1-methyl-5-methylthio-1H-pyrazole), C(=O)([O-])[O-].[K+].[K+] (K2CO3), BrC(C(=O)OCC)C (ethyl 2-bromopropionate). Solvent: CC(=O)C (acetone). Product: ClC=1C(=NN(C1SC)C)C=1C(=CC(=C(OC(C(=O)OCC)C)C1)Cl)Cl (ethyl 2-[5-(4-chloro-1-methyl-5-methylthio-1H-pyrazol-3-yl)-2,4-dichloro-phenoxy]propionate). As a reaction SMILES: [Cl:1][C:2]1[C:3]([C:10]2[CH:15]=[C:14]([OH:16])[C:13]([Cl:17])=[CH:12][C:11]=2[Cl:18])=[N:4][N:5]([CH3:9])[C:6]=1[S:7][CH3:8].C([O-])([O-])=O.[K+].[K+].Br[CH:26]([CH3:32])[C:27]([O:29][CH2:30][CH3:31])=[O:28]>CC(C)=O>[Cl:1][C:2]1[C:3]([C:10]2[C:11]([Cl:18])=[CH:12][C:13]([Cl:17])=[C:14]([CH:15]=2)[O:16][CH:26]([CH3:32])[C:27]([O:29][CH2:30][CH3:31])=[O:28])=[N:4][N:5]([CH3:9])[C:6]=1[S:7][CH3:8] |f:1.2.3|. Reported procedure: A mixture of 4-chloro-3-(2,4-dichloro-5-hydroxyphenyl)-1-methyl-5-methylthio-1H-pyrazole (3.50 g, 10.8 mmoles), 50 ml acetone, anhydrous K2CO3, and ethyl 2-bromopropionate (2.06 g, 11.4 mmoles) was subjected to reaction under reflux for 2 hours. Then the resulting solution was filtered to remove acetone-insoluble matter, and the filtrate was concentrated and purified by silica gel column chromatography, give the title compound as oily substance; Yield 70.0 nD(28.8° C.): 1.5763.